This data is from the Open Reaction Database (ORD), a public repository of structured organic reaction records. The task is: describe an organic reaction: reactants, conditions, products, and yield Product: Cc1ccc(NC(=O)c2ccc([N+](=O)[O-])cc2)c(O)c1. Reaction SMILES: [CH3:34][CH2:35][O:36][C:37](=[O:38])[CH3:39].[N+:1]([c:2]1[cH:3][cH:4][c:5]([C:6](=[O:7])[O:12][c:13]2[c:14]([NH:20][C:21]([c:22]3[cH:23][cH:24][c:25]([N+:28](=[O:29])[O-:30])[cH:26][cH:27]3)=[O:31])[cH:15][cH:16][c:17]([CH3:19])[cH:18]2)[cH:8][cH:9]1)([O-:10])=[O:11].[Na+:33].[OH-:32].[OH2:40]>>[OH:12][c:13]1[c:14]([NH:20][C:21]([c:22]2[cH:23][cH:24][c:25]([N+:28](=[O:29])[O-:30])[cH:26][cH:27]2)=[O:31])[cH:15][cH:16][c:17]([CH3:19])[cH:18]1. Starting materials: CCOC(C)=O, Cc1ccc(NC(=O)c2ccc([N+](=O)[O-])cc2)c(OC(=O)c2ccc([N+](=O)[O-])cc2)c1, [Na+], [OH-], O.